Dataset: the Open Reaction Database (ORD), a public repository of structured organic reaction records. Task: describe an organic reaction: reactants, conditions, products, and yield Reactants: CCOC(=O)c1ccc(-c2ccc(OCCCCCBr)c(-c3ccc4c(c3)C(C)(C)CCC4(C)C)c2)cc1, CCO, NC1CC1. Product: CCOC(=O)c1ccc(-c2ccc(OCCCCCNC3CC3)c(-c3ccc4c(c3)C(C)(C)CCC4(C)C)c2)cc1. Reaction SMILES: [Br:1][CH2:2][CH2:3][CH2:4][CH2:5][CH2:6][O:7][c:8]1[c:9](-[c:25]2[cH:26][c:27]3[c:32]([cH:33][cH:34]2)[C:31]([CH3:35])([CH3:36])[CH2:30][CH2:29][C:28]3([CH3:37])[CH3:38])[cH:10][c:11](-[c:14]2[cH:15][cH:16][c:17]([C:20](=[O:21])[O:22][CH2:23][CH3:24])[cH:18][cH:19]2)[cH:12][cH:13]1.[CH3:43][CH2:44][OH:45].[CH:39]1([NH2:42])[CH2:40][CH2:41]1>>[CH2:2]([CH2:3][CH2:4][CH2:5][CH2:6][O:7][c:8]1[c:9](-[c:25]2[cH:26][c:27]3[c:32]([cH:33][cH:34]2)[C:31]([CH3:35])([CH3:36])[CH2:30][CH2:29][C:28]3([CH3:37])[CH3:38])[cH:10][c:11](-[c:14]2[cH:15][cH:16][c:17]([C:20](=[O:21])[O:22][CH2:23][CH3:24])[cH:18][cH:19]2)[cH:12][cH:13]1)[NH:42][CH:39]1[CH2:40][CH2:41]1.